Dataset: the Open Reaction Database (ORD), a public repository of structured organic reaction records. Task: describe an organic reaction: reactants, conditions, products, and yield Starting materials: C1CCOC1, CCCCCC, O=C=NCc1ccc(Cl)c(Cl)c1, COC(=O)n1ncc2c(N)cccc21. Yields the product COC(=O)n1ncc2c(NC(=O)NCc3ccc(Cl)c(Cl)c3)cccc21. As a reaction SMILES: [CH2:33]1[O:34][CH2:35][CH2:36][CH2:37]1.[CH3:27][CH2:28][CH2:29][CH2:30][CH2:31][CH3:32].[Cl:15][c:16]1[c:17]([Cl:26])[cH:18][c:19]([CH2:22][N:23]=[C:24]=[O:25])[cH:20][cH:21]1.[NH2:1][c:2]1[c:3]2[cH:4][n:5][n:6]([C:11](=[O:12])[O:13][CH3:14])[c:7]2[cH:8][cH:9][cH:10]1>>[NH:1]([c:2]1[c:3]2[cH:4][n:5][n:6]([C:11](=[O:12])[O:13][CH3:14])[c:7]2[cH:8][cH:9][cH:10]1)[C:24]([NH:23][CH2:22][c:19]1[cH:18][c:17]([Cl:26])[c:16]([Cl:15])[cH:21][cH:20]1)=[O:25]. The reactants are C1CCOC1, CCOC(C)=O, N#Cc1cccc(Cl)c1-n1ncc2c(Cl)ncnc21, CC(CO[Si](C(C)C)(C(C)C)C(C)C)OCC(O)C(=O)Nc1ccc(Cl)cn1, [H-], [Na+], O, O=C(O)CC(O)(CC(=O)O)C(=O)O. Yields the product CC(CO[Si](C(C)C)(C(C)C)C(C)C)OCC(Oc1ncnc2c1cnn2-c1c(Cl)cccc1C#N)C(=O)Nc1ccc(Cl)cn1. Reaction SMILES: [CH2:63]1[O:64][CH2:65][CH2:66][CH2:67]1.[CH3:69][CH2:70][O:71][C:72]([CH3:73])=[O:74].[Cl:31][c:32]1[c:33](-[n:40]2[n:41][cH:42][c:43]3[c:44]2[n:45][cH:46][n:47][c:48]3[Cl:49])[c:34]([C:35]#[N:36])[cH:37][cH:38][cH:39]1.[Cl:3][c:4]1[cH:5][cH:6][c:7]([NH:10][C:11]([CH:12]([CH2:13][O:14][CH:15]([CH2:16][O:17][Si:18]([CH:19]([CH3:20])[CH3:21])([CH:22]([CH3:23])[CH3:24])[CH:25]([CH3:26])[CH3:27])[CH3:28])[OH:29])=[O:30])[n:8][cH:9]1.[H-:1].[Na+:2].[OH2:68].[OH:50][C:51]([CH2:52][C:53]([C:54](=[O:55])[OH:56])([CH2:57][C:58](=[O:59])[OH:60])[OH:61])=[O:62]>>[Cl:3][c:4]1[cH:5][cH:6][c:7]([NH:10][C:11]([CH:12]([CH2:13][O:14][CH:15]([CH2:16][O:17][Si:18]([CH:19]([CH3:20])[CH3:21])([CH:22]([CH3:23])[CH3:24])[CH:25]([CH3:26])[CH3:27])[CH3:28])[O:29][c:48]2[c:43]3[cH:42][n:41][n:40](-[c:33]4[c:32]([Cl:31])[cH:39][cH:38][cH:37][c:34]4[C:35]#[N:36])[c:44]3[n:45][cH:46][n:47]2)=[O:30])[n:8][cH:9]1. Run in ClC(Cl)Cl (trichloromethane), S(=O)(Cl)Cl (thionyl chloride). Reported procedure: A suspension of 2,7-dichloro-6-fluoro-3-quinolinecarboxylic acid (38.75 g) in trichloromethane (410 cc) and thionyl chloride (24 cc) is heated to a temperature in the region of 60° C. with stirring for 6 hours. The solution obtained is concentrated to dryness under reduced pressure (20 kPa) at 50° C. The dry extract is taken up twice with toluene (200 cc in total) and concentrated again under reduced pressure under the same conditions as above. The yellow solid obtained (m.p. 124° C.), is dissol... Reaction SMILES: [Cl:1][C:2]1[C:11]([C:12]([OH:14])=O)=[CH:10][C:9]2[C:4](=[CH:5][C:6]([Cl:16])=[C:7]([F:15])[CH:8]=2)[N:3]=1.[Mg].S(=O)(=O)(O)[OH:19].[O:23]1[CH2:27][CH2:26][CH2:25][CH2:24]1>ClC(Cl)Cl.S(Cl)(Cl)=O>[Cl:1][C:2]1[C:11]([C:12](=[O:14])[CH2:25][C:24]([O:23][CH2:27][CH3:26])=[O:19])=[CH:10][C:9]2[C:4](=[CH:5][C:6]([Cl:16])=[C:7]([F:15])[CH:8]=2)[N:3]=1. Product: ClC1=NC2=CC(=C(C=C2C=C1C(CC(=O)OCC)=O)F)Cl (Ethyl 3-(2,7-dichloro-6-fluoro-3-quinolyl)-3-oxopropionate). Run at temperature 60 celsius, time 6 hour. The reactants are [Mg] (magnesium), O1CCCC1 (tetrahydrofuran), O1CCCC1 (tetrahydrofuran), ClC1=NC2=CC(=C(C=C2C=C1C(=O)O)F)Cl (2,7-dichloro-6-fluoro-3-quinolinecarboxylic acid), S(O)(O)(=O)=O (sulphuric acid). Starting materials: FC1=C(C=CC(=C1)F)C(=C)[C@H](C)OC1OCCCC1 ((3S)-2-(2,4-Difluorphenyl)-3-(3,4,5,6-tetrahydro-2H-pyran-2-yloxy)-1-butene), FC1=C(C=CC(=C1)F)C(=C)[C@H](C)OC1OCCCC1 ((3S)-2-(2,4-Difluorophenyl)-3-(3,4,5,6-tetrahydro-2H-pyran-2-yloxy)-1-butene), C1(=CC=C(C=C1)S(=O)(=O)[O-])C.[NH+]1=CC=CC=C1 (pyridinium-p-toluenesulfonate). Solvent: C(C)O (ethanol). Reaction conditions: temperature 60 celsius. Yields the product FC1=C(C=CC(=C1)F)C([C@H](C)O)=C ((2S)-3-(2,4-Difluorophenyl)-3-buten-2-ol). Yield: 81.0%. As a reaction SMILES: [F:1][C:2]1[CH:7]=[C:6]([F:8])[CH:5]=[CH:4][C:3]=1[C:9]([C@@H:11]([O:13]C1CCCCO1)[CH3:12])=[CH2:10].C1(C)C=CC(S([O-])(=O)=O)=CC=1.[NH+]1C=CC=CC=1>C(O)C>[F:1][C:2]1[CH:7]=[C:6]([F:8])[CH:5]=[CH:4][C:3]=1[C:9](=[CH2:10])[C@@H:11]([OH:13])[CH3:12] |f:1.2|. Procedure: A mixture of compound 5a, (3S)-2-(2,4-Difluorophenyl)-3-(3,4,5,6-tetrahydro-2H-pyran-2-yloxy)-1-butene, (81 g, 0.302 mole) and pyridinium-p-toluenesulfonate (32.7 g, 0.130 mole) in 1200 ml of ethanol was heated at 60° C. for 9 hours. The reaction mixture was concentrated in vacuo and co-evaporated with toluene. Toluene was then added to the residue and the resulting solid was removed by filtration. The filtrate was evaporated under reduced pressure and the residue was chromatographed on silica g... Reactants: C(#C)C=1C=C(C=CC1)NC(=O)C=1N(N=C(C1)C)C (2,5-Dimethyl-2H-pyrazole-3-carboxylic acid (3-ethynyl-phenyl)-amide), BrC=1C=NC=C(C(=O)N=[S@](C2=CC=CC=C2)(=O)C)C1 ((S)-5-bromo-N-[methyl(oxo)phenyl-λ6-sulfanylidene]nicotinamide). Yields the product CN1N=C(C=C1C(=O)NC=1C=C(C=CC1)C#CC=1C=NC=C(C(=O)N=[S@](C2=CC=CC=C2)(=O)C)C1)C ((S)-5-[(3-{[(1,3-dimethyl-1H-pyrazol-5-yl)carbonyl]amino}phenyl)ethynyl]-N-[methyl(oxo)phenyl-λ6-sulfanylidene]nicotinamide). The yield is 63.8%. RXN SMILES: [C:1]([C:3]1[CH:4]=[C:5]([NH:9][C:10]([C:12]2[N:13]([CH3:18])[N:14]=[C:15]([CH3:17])[CH:16]=2)=[O:11])[CH:6]=[CH:7][CH:8]=1)#[CH:2].Br[C:20]1[CH:21]=[N:22][CH:23]=[C:24]([CH:37]=1)[C:25]([N:27]=[S@@:28]([CH3:36])(=[O:35])[C:29]1[CH:34]=[CH:33][CH:32]=[CH:31][CH:30]=1)=[O:26]>>[CH3:18][N:13]1[C:12]([C:10]([NH:9][C:5]2[CH:4]=[C:3]([C:1]#[C:2][C:20]3[CH:21]=[N:22][CH:23]=[C:24]([CH:37]=3)[C:25]([N:27]=[S@@:28]([CH3:36])(=[O:35])[C:29]3[CH:34]=[CH:33][CH:32]=[CH:31][CH:30]=3)=[O:26])[CH:8]=[CH:7][CH:6]=2)=[O:11])=[CH:16][C:15]([CH3:17])=[N:14]1. Procedure: In a manner similar to that described in Example 449, 2,5-Dimethyl-2H-pyrazole-3-carboxylic acid (3-ethynyl-phenyl)-amide (0.0354 g, 0.222 mmol) and (S)-5-bromo-N-[methyl(oxo)phenyl-λ6-sulfanylidene]nicotinamide (0.050 g, 0.148 mmol) were reacted to give the title compound as a white solid (47 mg, 64%).